Dataset: the Open Reaction Database (ORD), a public repository of structured organic reaction records. Task: describe an organic reaction: reactants, conditions, products, and yield Reactants: CCOC(=O)C(=NOCCBr)c1csc(NC(c2ccccc2)(c2ccccc2)c2ccccc2)n1, CCO, [Na+], [OH-]. Product: O=C([O-])C(=NOCCBr)c1csc(NC(c2ccccc2)(c2ccccc2)c2ccccc2)n1, [Na+]. RXN SMILES: [C:1]([c:2]1[cH:3][cH:4][cH:5][cH:6][cH:7]1)([c:8]1[cH:9][cH:10][cH:11][cH:12][cH:13]1)([c:14]1[cH:15][cH:16][cH:17][cH:18][cH:19]1)[NH:20][c:21]1[s:22][cH:23][c:24]([C:26]([C:27](=[O:28])[O:29][CH2:30][CH3:31])=[N:32][O:33][CH2:34][CH2:35][Br:36])[n:25]1.[CH3:39][CH2:40][OH:41].[Na+:38].[OH-:37]>>[C:1]([c:2]1[cH:3][cH:4][cH:5][cH:6][cH:7]1)([c:8]1[cH:9][cH:10][cH:11][cH:12][cH:13]1)([c:14]1[cH:15][cH:16][cH:17][cH:18][cH:19]1)[NH:20][c:21]1[s:22][cH:23][c:24]([C:26]([C:27](=[O:28])[O-:29])=[N:32][O:33][CH2:34][CH2:35][Br:36])[n:25]1.[Na+:38]. Starting materials: ClC1=C(C=C2C(C(=CN(C2=C1)C1CC1)C(=O)O)=O)F (7 -chloro-1-cyclopropyl-6-fluoro-1,4-dihydro-4-oxo-3-quinolinecarboxylic acid), C(#C)C1CNCCN1 (3-ethynylpiperazine). Run in N1=CC=CC=C1 (pyridine). Run at temperature 140 celsius. Yields the product C1(CC1)N1C=C(C(C2=CC(=C(C=C12)N1CC(NCC1)C#C)F)=O)C(=O)O (1-Cyclopropyl-7-(3-ethynyl-1-piperazinyl) -6-fluoro-1,4-dihydro-4-oxo-3-quinolinecarboxylic acid). The yield is 13.5%. RXN SMILES: Cl[C:2]1[CH:11]=[C:10]2[C:5]([C:6](=[O:18])[C:7]([C:15]([OH:17])=[O:16])=[CH:8][N:9]2[CH:12]2[CH2:14][CH2:13]2)=[CH:4][C:3]=1[F:19].[C:20]([CH:22]1[NH:27][CH2:26][CH2:25][NH:24][CH2:23]1)#[CH:21]>N1C=CC=CC=1>[CH:12]1([N:9]2[C:10]3[C:5](=[CH:4][C:3]([F:19])=[C:2]([N:24]4[CH2:25][CH2:26][NH:27][CH:22]([C:20]#[CH:21])[CH2:23]4)[CH:11]=3)[C:6](=[O:18])[C:7]([C:15]([OH:17])=[O:16])=[CH:8]2)[CH2:14][CH2:13]1. Procedure: A mixture of 1.23 g of 7 -chloro-1-cyclopropyl-6-fluoro-1,4-dihydro-4-oxo-3-quinolinecarboxylic acid, 1.95 g of 3-ethynylpiperazine and 15 ml of pyridine is heated at 140° C. in a pressure bottle for 18 hours and then purified as described in Example 101, giving 210 mg of the desired product. Starting materials: [Br-], CCCCCCc1cc2c(cc1OCCCC(=O)OCC)C(=O)CC2, CC(C)(C)[O-], [K+], C1CCOC1, O. The product is C=C1CCc2cc(CCCCCC)c(OCCCC(=O)OCC)cc21. RXN SMILES: [Br-:1].[CH2:8]([CH3:9])[O:10][C:11]([CH2:12][CH2:13][CH2:14][O:15][c:16]1[cH:17][c:18]2[c:22]([cH:23][c:24]1[CH2:25][CH2:26][CH2:27][CH2:28][CH2:29][CH3:30])[CH2:21][CH2:20][C:19]2=[O:31])=[O:32].[CH3:2][C:3]([CH3:4])([O-:5])[CH3:6].[K+:7].[O:34]1[CH2:35][CH2:36][CH2:37][CH2:38]1.[OH2:33]>>[CH2:2]=[C:19]1[c:18]2[cH:17][c:16]([O:15][CH2:14][CH2:13][CH2:12][C:11]([O:10][CH2:8][CH3:9])=[O:32])[c:24]([CH2:25][CH2:26][CH2:27][CH2:28][CH2:29][CH3:30])[cH:23][c:22]2[CH2:21][CH2:20]1. Starting materials: CC(=O)O, CCO, COC(=O)c1cn(-c2ccc(F)cc2)c(C=Cc2cccnc2)cc1=O, [Na+], [OH-]. Reaction SMILES: [CH3:29][C:30](=[O:31])[OH:32].[CH3:33][CH2:34][OH:35].[F:3][c:4]1[cH:5][cH:6][c:7](-[n:10]2[cH:11][c:12]([C:13](=[O:14])[O:15][CH3:16])[c:17](=[O:28])[cH:18][c:19]2[CH:20]=[CH:21][c:22]2[cH:23][n:24][cH:25][cH:26][cH:27]2)[cH:8][cH:9]1.[Na+:2].[OH-:1]>>[F:3][c:4]1[cH:5][cH:6][c:7](-[n:10]2[cH:11][c:12]([C:13](=[O:14])[OH:15])[c:17](=[O:28])[cH:18][c:19]2[CH:20]=[CH:21][c:22]2[cH:23][n:24][cH:25][cH:26][cH:27]2)[cH:8][cH:9]1. The product is O=C(O)c1cn(-c2ccc(F)cc2)c(C=Cc2cccnc2)cc1=O. Starting materials: O=C([O-])[O-], CC(C)c1cc(C(C)C)c(-c2ccccc2P(C2CCCCC2)C2CCCCC2)c(C(C)C)c1, OCCOc1cc(Cl)nc(SCc2cccc(F)c2F)n1, [Cs+], [Cs+], NS(=O)(=O)N1CCC1, O=C(C=Cc1ccccc1)C=Cc1ccccc1, C1COCCO1, O=C(C=Cc1ccccc1)C=Cc1ccccc1, O=C(C=Cc1ccccc1)C=Cc1ccccc1, [Pd], [Pd]. The product is O=S(=O)(Nc1cc(OCCO)nc(SCc2cccc(F)c2F)n1)N1CCC1. As a reaction SMILES: [C:43](=[O:44])([O-:45])[O-:46].[CH:9]1([P:10]([CH:11]2[CH2:12][CH2:13][CH2:14][CH2:15][CH2:16]2)[c:17]2[cH:18][cH:19][cH:20][cH:21][c:22]2-[c:23]2[c:24]([CH:25]([CH3:26])[CH3:27])[cH:28][c:29]([CH:30]([CH3:31])[CH3:32])[cH:33][c:34]2[CH:35]([CH3:36])[CH3:37])[CH2:38][CH2:39][CH2:40][CH2:41][CH2:42]1.[Cl:49][c:50]1[cH:51][c:52]([O:66][CH2:67][CH2:68][OH:69])[n:53][c:54]([S:56][CH2:57][c:58]2[c:59]([F:65])[c:60]([F:64])[cH:61][cH:62][cH:63]2)[n:55]1.[Cs+:47].[Cs+:48].[N:1]1([S:5](=[O:6])(=[O:7])[NH2:8])[CH2:2][CH2:3][CH2:4]1.[O:114]=[C:115]([CH:116]=[CH:117][c:118]1[cH:119][cH:120][cH:121][cH:122][cH:123]1)[CH:124]=[CH:125][c:126]1[cH:127][cH:128][cH:129][cH:130][cH:131]1.[O:70]1[CH2:71][CH2:72][O:73][CH2:74][CH2:75]1.[O:78]=[C:79]([CH:80]=[CH:81][c:82]1[cH:83][cH:84][cH:85][cH:86][cH:87]1)[CH:88]=[CH:89][c:90]1[cH:91][cH:92][cH:93][cH:94][cH:95]1.[O:96]=[C:97]([CH:98]=[CH:99][c:100]1[cH:101][cH:102][cH:103][cH:104][cH:105]1)[CH:106]=[CH:107][c:108]1[cH:109][cH:110][cH:111][cH:112][cH:113]1.[Pd:76].[Pd:77]>>[N:1]1([S:5](=[O:6])(=[O:7])[NH:8][c:50]2[cH:51][c:52]([O:66][CH2:67][CH2:68][OH:69])[n:53][c:54]([S:56][CH2:57][c:58]3[c:59]([F:65])[c:60]([F:64])[cH:61][cH:62][cH:63]3)[n:55]2)[CH2:2][CH2:3][CH2:4]1. Starting materials: COC1=CC=C(C=C1)S(=O)(=O)C(C(=O)O)(CC#C)CC#C ((4-methoxy-benzenesulfonyl)-2-prop-2-ynyl-pent-4-ynoic acid), 3392s, 1594s, [K+].[Br-] (KBr), 2955m, 1650s, 3271m, Cl.NO (hydroxylamine hydrochloride), product, 3293s. As a reaction SMILES: [CH3:1][O:2][C:3]1[CH:8]=[CH:7][C:6]([S:9]([C:12]([CH2:19][C:20]#[CH:21])([CH2:16][C:17]#[CH:18])[C:13](O)=[O:14])(=[O:11])=[O:10])=[CH:5][CH:4]=1.Cl.[NH2:23][OH:24].[K+].[Br-]>>[OH:24][NH:23][C:13](=[O:14])[C:12]([S:9]([C:6]1[CH:7]=[CH:8][C:3]([O:2][CH3:1])=[CH:4][CH:5]=1)(=[O:11])=[O:10])([CH2:19][C:20]#[CH:21])[CH2:16][C:17]#[CH:18] |f:1.2,3.4|. The product is ONC(C(CC#C)(CC#C)S(=O)(=O)C1=CC=C(C=C1)OC)=O (2-(4-Methoxy-benzenesulfonyl)-2-prop-2-ynyl-pent-4-ynoic acid hydroxyamide). Reported procedure: 2-(4-Methoxy-benzenesulfonyl)-2-prop-2-ynyl-pent-4-ynoic acid hydroxyamide was prepared according to the method as outlined in Example 1. Starting from (4-methoxy-benzenesulfonyl)-2-prop-2-ynyl-pent-4-ynoic acid (0.25 g, 0.81 mmol) and hydroxylamine hydrochloride (0.70 g, 10 mmol), 0.22 g of the product was isolate Yield 85%; white solid; mp 156° C.; MS: 321.9 (M+H)+; 1H NMR (300 MHz, DMSO-d6) δ2.00-2.13 (m, 2H), 3.00-3.30 (m, 4H), 3.90(s, 3H), 7.01 (d, J=9.0 Hz, 2H), 7.82 (d, J=9.0 Hz, 2H), 8.7... The yield is 85.0%. The reactants are C1(=CC=CC=C1)C(N1N=C(N=C1)CCC(=O)O)(C1=CC=CC=C1)C1=CC=CC=C1 (3-[1-(triphenylmethyl)-1H-1,2,4-triazol-3-yl]propanoic acid), C1(=CC=CC=C1)C(N1N=C(N=C1)C(=O)O)(C1=CC=CC=C1)C1=CC=CC=C1 (1-(triphenylmethyl)-1H-1,2,4-triazole-3-carboxylic acid), NC=1C=C(C=CC1)CNC(=O)C1=NC2=CC=C(C=C2C(N1)=O)C#N (N-[(3-aminophenyl)methyl]-6-cyano-4-oxo-3,4-dihydroquinazoline-2-carboxamide), NC=1C=C(C=CC1)CNC(=O)C=1NC(C2=C(N1)SC=C2C)=O (N-[(3-aminophenyl)methyl]-5-methyl-4-oxo-3,4-dihydrothieno[2,3-d]pyrimidine-2-carboxamide). The product is CC1=CSC=2N=C(NC(C21)=O)C(=O)NCC2=CC(=CC=C2)NC(=O)C2=NN(C=N2)C(C2=CC=CC=C2)(C2=CC=CC=C2)C2=CC=CC=C2 (5-methyl-4-oxo-N-{[3-({[1-(triphenylmethyl)-1H-1,2,4-triazol-3-yl]carbonyl}amino)phenyl]methyl}-3,4-dihydrothieno[2,3-d]pyrimidine-2-carboxamide), powder. Isolated yield 88.0%. As a reaction SMILES: NC1C=C(CNC(C2NC(=O)C3C(=CC=C(C#N)C=3)N=2)=O)C=CC=1.[NH2:25][C:26]1[CH:27]=[C:28]([CH2:32][NH:33][C:34]([C:36]2[NH:37][C:38](=[O:46])[C:39]3[C:44]([CH3:45])=[CH:43][S:42][C:40]=3[N:41]=2)=[O:35])[CH:29]=[CH:30][CH:31]=1.C1(C(C2C=CC=CC=2)(C2C=CC=CC=2)N2C=NC(CCC(O)=O)=N2)C=CC=CC=1.[C:76]1([C:82]([C:97]2[CH:102]=[CH:101][CH:100]=[CH:99][CH:98]=2)([C:91]2[CH:96]=[CH:95][CH:94]=[CH:93][CH:92]=2)[N:83]2[CH:87]=[N:86][C:85]([C:88](O)=[O:89])=[N:84]2)[CH:81]=[CH:80][CH:79]=[CH:78][CH:77]=1>>[CH3:45][C:44]1[C:39]2[C:38](=[O:46])[NH:37][C:36]([C:34]([NH:33][CH2:32][C:28]3[CH:29]=[CH:30][CH:31]=[C:26]([NH:25][C:88]([C:85]4[N:86]=[CH:87][N:83]([C:82]([C:76]5[CH:81]=[CH:80][CH:79]=[CH:78][CH:77]=5)([C:91]5[CH:92]=[CH:93][CH:94]=[CH:95][CH:96]=5)[C:97]5[CH:102]=[CH:101][CH:100]=[CH:99][CH:98]=5)[N:84]=4)=[O:89])[CH:27]=3)=[O:35])=[N:41][C:40]=2[S:42][CH:43]=1. Procedure details: By a method similar to that in Step 1 of Example 32, and using, instead of N-[(3-aminophenyl)methyl]-6-cyano-4-oxo-3,4-dihydroquinazoline-2-carboxamide, N-[(3-aminophenyl)methyl]-5-methyl-4-oxo-3,4-dihydrothieno[2,3-d]pyrimidine-2-carboxamide obtained in Reference Example 48 and using, instead of 3-[1-(triphenylmethyl)-1H-1,2,4-triazol-3-yl]propanoic acid, 1-(triphenylmethyl)-1H-1,2,4-triazole-3-carboxylic acid obtained in Reference Example 35, 5-methyl-4-oxo-N-{[3-({[1-(triphenylmethyl)-1H-1,2,...